From a dataset of the Open Reaction Database (ORD), a public repository of structured organic reaction records. describe an organic reaction: reactants, conditions, products, and yield Starting materials: O=S(=O)(c1ccc(Br)cc1)C1CCN(CCc2ccc(F)cc2F)CC1, CCCC[Sn](CCCC)(CCCC)c1nnn(C)n1, CCOC(C)=O, CN(C)C=O, O, c1ccc(P(c2ccccc2)(c2ccccc2)[Pd](P(c2ccccc2)(c2ccccc2)c2ccccc2)(P(c2ccccc2)(c2ccccc2)c2ccccc2)P(c2ccccc2)(c2ccccc2)c2ccccc2)cc1. Product: Cn1nnc(-c2ccc(S(=O)(=O)C3CCN(CCc4ccc(F)cc4F)CC3)cc2)n1. RXN SMILES: [Br:1][c:2]1[cH:3][cH:4][c:5]([S:8](=[O:9])(=[O:10])[CH:11]2[CH2:12][CH2:13][N:14]([CH2:17][CH2:18][c:19]3[c:20]([F:26])[cH:21][c:22]([F:25])[cH:23][cH:24]3)[CH2:15][CH2:16]2)[cH:6][cH:7]1.[CH3:27][n:28]1[n:29][c:30]([Sn:33]([CH2:34][CH2:35][CH2:36][CH3:37])([CH2:38][CH2:39][CH2:40][CH3:41])[CH2:42][CH2:43][CH2:44][CH3:45])[n:31][n:32]1.[CH3:47][CH2:48][O:49][C:50]([CH3:51])=[O:52].[O:53]=[CH:54][N:55]([CH3:56])[CH3:57].[OH2:46].[cH:58]1[cH:59][cH:60][c:61]([P:62]([Pd:63]([P:64]([c:65]2[cH:66][cH:67][cH:68][cH:69][cH:70]2)([c:71]2[cH:72][cH:73][cH:74][cH:75][cH:76]2)[c:77]2[cH:78][cH:79][cH:80][cH:81][cH:82]2)([P:83]([c:84]2[cH:85][cH:86][cH:87][cH:88][cH:89]2)([c:90]2[cH:91][cH:92][cH:93][cH:94][cH:95]2)[c:96]2[cH:97][cH:98][cH:99][cH:100][cH:101]2)[P:102]([c:103]2[cH:104][cH:105][cH:106][cH:107][cH:108]2)([c:109]2[cH:110][cH:111][cH:112][cH:113][cH:114]2)[c:115]2[cH:116][cH:117][cH:118][cH:119][cH:120]2)([c:121]2[cH:122][cH:123][cH:124][cH:125][cH:126]2)[c:127]2[cH:128][cH:129][cH:130][cH:131][cH:132]2)[cH:133][cH:134]1>>[c:2]1(-[c:30]2[n:29][n:28]([CH3:27])[n:32][n:31]2)[cH:3][cH:4][c:5]([S:8](=[O:9])(=[O:10])[CH:11]2[CH2:12][CH2:13][N:14]([CH2:17][CH2:18][c:19]3[c:20]([F:26])[cH:21][c:22]([F:25])[cH:23][cH:24]3)[CH2:15][CH2:16]2)[cH:6][cH:7]1.